From a dataset of the Open Reaction Database (ORD), a public repository of structured organic reaction records. describe an organic reaction: reactants, conditions, products, and yield The reactants are CC(C)[Mg+], [Cl-], COc1cc(C=O)ncc1OCc1ccc(Cl)cc1, CC(C)[Si](C(C)C)(C(C)C)n1cc(I)c2cccnc21, C1CCOC1. The product is COc1cc(C(O)c2cn([Si](C(C)C)(C(C)C)C(C)C)c3ncccc23)ncc1OCc1ccc(Cl)cc1. RXN SMILES: [CH:22]([Mg+:23])([CH3:24])[CH3:25].[Cl-:21].[Cl:26][c:27]1[cH:28][cH:29][c:30]([CH2:31][O:32][c:33]2[c:34]([O:41][CH3:42])[cH:35][c:36]([CH:39]=[O:40])[n:37][cH:38]2)[cH:43][cH:44]1.[I:1][c:2]1[cH:3][n:4]([Si:11]([CH:12]([CH3:13])[CH3:14])([CH:15]([CH3:16])[CH3:17])[CH:18]([CH3:19])[CH3:20])[c:5]2[n:6][cH:7][cH:8][cH:9][c:10]12.[O:45]1[CH2:46][CH2:47][CH2:48][CH2:49]1>>[c:2]1([CH:39]([c:36]2[cH:35][c:34]([O:41][CH3:42])[c:33]([O:32][CH2:31][c:30]3[cH:29][cH:28][c:27]([Cl:26])[cH:44][cH:43]3)[cH:38][n:37]2)[OH:40])[cH:3][n:4]([Si:11]([CH:12]([CH3:13])[CH3:14])([CH:15]([CH3:16])[CH3:17])[CH:18]([CH3:19])[CH3:20])[c:5]2[n:6][cH:7][cH:8][cH:9][c:10]12. Starting materials: C1COCCO1, COC(=O)c1ccc(-c2ccc(OC)c(B3OC(C)(C)C(C)(C)O3)c2)c(C)c1, CC1C(c2cc(Cl)cc(Cl)c2)OC(=O)N1Cc1cc(C(F)(F)F)ccc1I, [Na+], [Na+], O=C([O-])[O-]. Product: COC(=O)c1ccc(-c2ccc(OC)c(-c3ccc(C(F)(F)F)cc3CN3C(=O)OC(c4cc(Cl)cc(Cl)c4)C3C)c2)c(C)c1. Reaction SMILES: [CH2:62]1[O:63][CH2:64][CH2:65][O:66][CH2:67]1.[CH3:28][O:29][c:30]1[c:31]([B:47]2[O:48][C:49]([CH3:50])([CH3:51])[C:52]([CH3:53])([CH3:54])[O:55]2)[cH:32][c:33](-[c:36]2[c:37]([CH3:46])[cH:38][c:39]([C:42](=[O:43])[O:44][CH3:45])[cH:40][cH:41]2)[cH:34][cH:35]1.[Cl:1][c:2]1[cH:3][c:4]([CH:9]2[CH:10]([CH3:27])[N:11]([CH2:15][c:16]3[c:17]([I:26])[cH:18][cH:19][c:20]([C:22]([F:23])([F:24])[F:25])[cH:21]3)[C:12](=[O:14])[O:13]2)[cH:5][c:6]([Cl:8])[cH:7]1.[Na+:56].[Na+:57].[O-:58][C:59](=[O:60])[O-:61]>>[Cl:1][c:2]1[cH:3][c:4]([CH:9]2[CH:10]([CH3:27])[N:11]([CH2:15][c:16]3[c:17](-[c:31]4[c:30]([O:29][CH3:28])[cH:35][cH:34][c:33](-[c:36]5[c:37]([CH3:46])[cH:38][c:39]([C:42](=[O:43])[O:44][CH3:45])[cH:40][cH:41]5)[cH:32]4)[cH:18][cH:19][c:20]([C:22]([F:23])([F:24])[F:25])[cH:21]3)[C:12](=[O:14])[O:13]2)[cH:5][c:6]([Cl:8])[cH:7]1. Starting materials: FC=1C=C2C(=NC1)C(=CN2CC2=NC=NC(=C2C)OC)C(=O)O (6-fluoro-1-((6-methoxy-5-methylpyrimidin-4-yl)methyl)-1H-pyrrolo[3,2-b]pyridine-3-carboxylic acid), FCCN (2-fluoroethanamine), TEA, CCCP1(=O)OP(=O)(OP(=O)(O1)CCC)CCC (1-Propanephosphonic acid cyclic anhydride). Reaction conditions: time 3 minute. The product is FC=1C=C2C(=NC1)C(=CN2CC2=NC=NC(=C2C)OC)C(=O)NCCF (6-fluoro-N-(2-fluoroethyl)-1-((6-methoxy-5-methylpyrimidin-4-yl)methyl)-1H-pyrrolo[3,2-b]pyridine-3-carboxamide). RXN SMILES: [F:1][C:2]1[CH:3]=[C:4]2[N:10]([CH2:11][C:12]3[C:17]([CH3:18])=[C:16]([O:19][CH3:20])[N:15]=[CH:14][N:13]=3)[CH:9]=[C:8]([C:21](O)=[O:22])[C:5]2=[N:6][CH:7]=1.[F:24][CH2:25][CH2:26][NH2:27].CCCP1(OP(CCC)(=O)OP(CCC)(=O)O1)=O>>[F:1][C:2]1[CH:3]=[C:4]2[N:10]([CH2:11][C:12]3[C:17]([CH3:18])=[C:16]([O:19][CH3:20])[N:15]=[CH:14][N:13]=3)[CH:9]=[C:8]([C:21]([NH:27][CH2:26][CH2:25][F:24])=[O:22])[C:5]2=[N:6][CH:7]=1. Procedure: See FIG. 20(c). 6-fluoro-1-((6-methoxy-5-methylpyrimidin-4-yl)methyl)-1H-pyrrolo[3,2-b]pyridine-3-carboxylic acid (20 mg, 0.06 mmol) and 2-fluoroethanamine (7.18 mg, 0.11 mmol), TEA (0.026 mL, 0.19 mmol) was added. After 3 min, 1-Propanephosphonic acid cyclic anhydride (50.3 mg, 0.16 mmol) was added. The resulting reaction mixture was stirred at rt for 50 min. LCMS analysis showed formation of required product. Reaction was diluted with DCM and water.DCM layer was extracted and washed with brine... Starting materials: O=C(O)c1n[nH]c2ccc(F)cc12, COC(=O)CC1CC(N)CN1C(=O)OC(C)(C)C. The product is COC(=O)CC1CC(NC(=O)c2n[nH]c3ccc(F)cc23)CN1C(=O)OC(C)(C)C. RXN SMILES: [F:1][c:2]1[cH:3][c:4]2[c:5]([C:11](=[O:12])[OH:13])[n:6][nH:7][c:8]2[cH:9][cH:10]1.[NH2:14][CH:15]1[CH2:16][CH:17]([CH2:27][C:28](=[O:29])[O:30][CH3:31])[N:18]([C:20](=[O:21])[O:22][C:23]([CH3:24])([CH3:25])[CH3:26])[CH2:19]1>>[F:1][c:2]1[cH:3][c:4]2[c:5]([C:11](=[O:13])[NH:14][CH:15]3[CH2:16][CH:17]([CH2:27][C:28](=[O:29])[O:30][CH3:31])[N:18]([C:20](=[O:21])[O:22][C:23]([CH3:24])([CH3:25])[CH3:26])[CH2:19]3)[n:6][nH:7][c:8]2[cH:9][cH:10]1. Reactants: Cl (hydrochloric acid), N1(CCC1)C1CN(C1)C(C1=CC=CC=C1)C1=CC=CC=C1 (3-(azetidin-1-yl)-1-benzhydrylazetidine). Run in C(C)(=O)OCC (ethyl acetate), C(C)(=O)OCC (ethyl acetate). Run at time 4 hour. The product is crude product, Cl.Cl.N1(CCC1)C1CNC1 (3-(Azetidin-1-yl)azetidine dihydrochloride). Reaction SMILES: [ClH:1].[N:2]1([CH:6]2[CH2:9][N:8](C(C3C=CC=CC=3)C3C=CC=CC=3)[CH2:7]2)[CH2:5][CH2:4][CH2:3]1>C(OCC)(=O)C>[ClH:1].[ClH:1].[N:2]1([CH:6]2[CH2:9][NH:8][CH2:7]2)[CH2:5][CH2:4][CH2:3]1 |f:3.4.5|. Procedure details: 4N hydrochloric acid in ethyl acetate (1.16 ml) was added to a solution of 3-(azetidin-1-yl)-1-benzhydrylazetidine (643 mg) in ethyl acetate, and the mixture was concentrated. The resultant residue was dissolved in methanol (65 ml), and 20% palladium hydroxide (811 mg) was added thereto. This mixture was stirred under a pressurized hydrogen atmosphere (0.3 to 0.4 MPa) at room temperature for 4 hours. The catalyst was removed by filtration, and the filtrate was concentrated. The solid was suspend... Reactants: ClC1=NC2=C(C=CC=C2C(=N1)N1CC2=CC=CC=C2CC1)OC (2-Chloro-8-Methoxy-4-(1,2,3,4-Tetrahydroisoquinoline-2-Yl)Quinazoline), FC1=CC=C(N)C=C1 (4-fluoroaniline). The solvent is CN(C=O)C (dimethyl-formamide). The product is Cl.COC=1C=CC=C2C(=NC(=NC12)NC1=CC=C(C=C1)F)N1CC2=CC=CC=C2CC1 (8-Methoxy-2-(4-Fluorophenyl-Amino)-4-(1,2,3,4-Tetrahydroisoquinoline-2-Yl)Quinazoline Hydrochloride). Isolated yield 65.0%. RXN SMILES: [Cl:1][C:2]1[N:11]=[C:10]([N:12]2[CH2:21][CH2:20][C:19]3[C:14](=[CH:15][CH:16]=[CH:17][CH:18]=3)[CH2:13]2)[C:9]2[C:4](=[C:5]([O:22][CH3:23])[CH:6]=[CH:7][CH:8]=2)[N:3]=1.[F:24][C:25]1[CH:31]=[CH:30][C:28]([NH2:29])=[CH:27][CH:26]=1>CN(C)C=O>[ClH:1].[CH3:23][O:22][C:5]1[CH:6]=[CH:7][CH:8]=[C:9]2[C:4]=1[N:3]=[C:2]([NH:29][C:28]1[CH:30]=[CH:31][C:25]([F:24])=[CH:26][CH:27]=1)[N:11]=[C:10]2[N:12]1[CH2:21][CH2:20][C:19]2[C:14](=[CH:15][CH:16]=[CH:17][CH:18]=2)[CH2:13]1 |f:3.4|. Procedure: In accordance with the same procedures as in Example 18, except that to a mixture of 1.5 g of the compound (4.6 mM) prepared in Example 4 and 15 ml of dimethyl-formamide, 0.85 ml of 4-fluoroaniline(9.2 mM) was added, 1.3 g of the title compound was prepared. The reactants are O=C([O-])[O-], CN(C)C=O, N#CC1(c2cccc(C(=O)Nc3cc(O)c(F)cc3F)c2Cl)CC1, O=[N+]([O-])c1ccc(Cl)nc1, [K+], [K+], O. The product is N#CC1(c2cccc(C(=O)Nc3cc(Oc4ccc([N+](=O)[O-])cn4)c(F)cc3F)c2Cl)CC1. As a reaction SMILES: [C:35](=[O:36])([O-:37])[O-:38].[CH3:42][N:43]([CH3:44])[CH:45]=[O:46].[Cl:1][c:2]1[c:3]([C:4](=[O:5])[NH:6][c:7]2[c:8]([F:15])[cH:9][c:10]([F:14])[c:11]([OH:13])[cH:12]2)[cH:16][cH:17][cH:18][c:19]1[C:20]1([C:23]#[N:24])[CH2:21][CH2:22]1.[Cl:25][c:26]1[n:27][cH:28][c:29]([N+:32](=[O:33])[O-:34])[cH:30][cH:31]1.[K+:39].[K+:40].[OH2:41]>>[Cl:1][c:2]1[c:3]([C:4](=[O:5])[NH:6][c:7]2[c:8]([F:15])[cH:9][c:10]([F:14])[c:11]([O:13][c:26]3[n:27][cH:28][c:29]([N+:32](=[O:33])[O-:34])[cH:30][cH:31]3)[cH:12]2)[cH:16][cH:17][cH:18][c:19]1[C:20]1([C:23]#[N:24])[CH2:21][CH2:22]1. The reactants are C(#N)C1C(CCC2=CC(=CC=C12)OC)C(=O)CC1=CC=CC=C1 (1-cyano-6-methoxy-2-phenylmethylcarbonyl-1,2,3,4-tetrahydronaphthalene), C(#N)C1C(CCC2=CC=CC=C12)C(=O)CC1=CC(=CC=C1)C (1-cyano-2-(3-methylphenyl)methylcarbonyl-1,2,3,4-tetrahydronaphthalene), C(#N)C1C(CCC2=CC(=CC=C12)OC)C(=O)CC1=CC=CC=C1 (1-Cyano-6-methoxy-2-phenylmethylcarbonyl-1,2,3,4-tetrahydronaphthalene), C(#N)C1C(CCC2=CC=CC=C12)C(=O)CC1=CC(=CC=C1)C (1-Cyano-2-(3-methylphenyl)methylcarbonyl-1,2,3,4-tetrahydronaphthalene). Yields the product CC=1C=C(C=CC1)CC1NCC2C3=C(CCC12)C=CC=C3 (2,3,3a,4,5,9b-Hexahydro-3-(3-methylphenyl)methyl-1H-benz[e]isoindole). RXN SMILES: C(C1C2C(=CC(OC)=CC=2)CCC1C(CC1C=CC=CC=1)=O)#N.[C:24]([CH:26]1[C:35]2[C:30](=[CH:31][CH:32]=[CH:33][CH:34]=2)[CH2:29][CH2:28][CH:27]1[C:36]([CH2:38][C:39]1[CH:44]=[CH:43][CH:42]=[C:41]([CH3:45])[CH:40]=1)=O)#[N:25]>>[CH3:45][C:41]1[CH:40]=[C:39]([CH2:38][CH:36]2[CH:27]3[CH:26]([C:35]4[CH:34]=[CH:33][CH:32]=[CH:31][C:30]=4[CH2:29][CH2:28]3)[CH2:24][NH:25]2)[CH:44]=[CH:43][CH:42]=1. Procedure: Following the procedures described in Step 2 of Example 6, replacing 1-cyano-6-methoxy-2-phenylmethylcarbonyl-1,2,3,4-tetrahydronaphthalene (the product of Step 1 of Example 6) with the product of Step 1 above, 1-cyano-2-(3-methylphenyl)methylcarbonyl-1,2,3,4-tetrahydronaphthalene, the title compound was prepared; MS DCl--NH3M/Z: 278 (M+H)+. The reactants are C(C)(C)(C)OC(NC1=C(C=C(C(=C1)OCC)C(F)(F)F)N)=O ([2-amino-5-ethoxy-4-trifluoromethyl-phenyl]-carbamic acid tert-butyl ester), C(C)(C)(C)OC(CC(=O)C1=CC(=CC=C1)C1=CC(=NC=C1)CC)=O (3-[3-(2-ethyl-pyridin-4-yl)-phenyl]-3-oxo-propionic acid tert-butyl ester). The product is C(C)(C)(C)OC(NC1=C(C=C(C(=C1)OCC)C(F)(F)F)NC(CC(=O)C1=CC(=CC=C1)C1=CC(=NC=C1)CC)=O)=O (5-Ethoxy-[2-{3-[3-(2-ethyl-pyridin-4-yl)-phenyl]-3-oxo-propionylamino}-4-trifluoromethyl-phenyl]-carbamic acid tert-butyl ester), solid. Yield: 79.0%. RXN SMILES: [C:1]([O:5][C:6](=[O:22])[NH:7][C:8]1[CH:13]=[C:12]([O:14][CH2:15][CH3:16])[C:11]([C:17]([F:20])([F:19])[F:18])=[CH:10][C:9]=1[NH2:21])([CH3:4])([CH3:3])[CH3:2].C([O:27][C:28](=O)[CH2:29][C:30]([C:32]1[CH:37]=[CH:36][CH:35]=[C:34]([C:38]2[CH:43]=[CH:42][N:41]=[C:40]([CH2:44][CH3:45])[CH:39]=2)[CH:33]=1)=[O:31])(C)(C)C>>[C:1]([O:5][C:6](=[O:22])[NH:7][C:8]1[CH:13]=[C:12]([O:14][CH2:15][CH3:16])[C:11]([C:17]([F:20])([F:19])[F:18])=[CH:10][C:9]=1[NH:21][C:28](=[O:27])[CH2:29][C:30]([C:32]1[CH:37]=[CH:36][CH:35]=[C:34]([C:38]2[CH:43]=[CH:42][N:41]=[C:40]([CH2:44][CH3:45])[CH:39]=2)[CH:33]=1)=[O:31])([CH3:2])([CH3:3])[CH3:4]. Procedure: The title compound was prepared from [2-amino-5-ethoxy-4-trifluoromethyl-phenyl]-carbamic acid tert-butyl ester (Example J6) (240 mg, 0.75 mmol) and 3-[3-(2-ethyl-pyridin-4-yl)-phenyl]-3-oxo-propionic acid tert-butyl ester (Example K20) (244 mg, 0.75 mmol) according to the general procedure M. Obtained as an off-white solid (339 mg, 79%).